From a dataset of the Open Reaction Database (ORD), a public repository of structured organic reaction records. describe an organic reaction: reactants, conditions, products, and yield Starting materials: C1(=CC=CC2=CC=CC=C12)NC(=O)N1C[C@H](NCC1)[C@H](C)NC1=NC=CC(=N1)N1C=NC2=C1C=CC=C2 ((S,S)-2-[1-(4-(N-Naphth-1-yl-carbamoyl)piperazine-2-yl)ethylamino]-4-[benzimidazol 1-yl ]pyrimidine), N1=CC=C(C=C1)C=O (4-pyridinecarboxaldehyde), C(#N)[BH3-].[Na+] (sodium cyanoborohydride). Product: N1=CC=C(C=C1)CN1[C@@H](CN(CC1)C(NC1=CC=CC2=CC=CC=C12)=O)[C@H](C)NC1=NC=CC(=N1)N1C=NC2=C1C=CC=C2 ((S,S)-2-[1-(1-(pyridin-4-yl-methyl)-4-(N-naphth-1-yl-carbamoyl)piperazine-2-yl)ethylamino]-4-[benzimidazol-1-yl]pyrimidine). As a reaction SMILES: [C:1]1([NH:11][C:12]([N:14]2[CH2:19][CH2:18][NH:17][C@H:16]([C@@H:20]([NH:22][C:23]3[N:28]=[C:27]([N:29]4[C:33]5[CH:34]=[CH:35][CH:36]=[CH:37][C:32]=5[N:31]=[CH:30]4)[CH:26]=[CH:25][N:24]=3)[CH3:21])[CH2:15]2)=[O:13])[C:10]2[C:5](=[CH:6][CH:7]=[CH:8][CH:9]=2)[CH:4]=[CH:3][CH:2]=1.[N:38]1[CH:43]=[CH:42][C:41]([CH:44]=O)=[CH:40][CH:39]=1.C([BH3-])#N.[Na+]>>[N:38]1[CH:43]=[CH:42][C:41]([CH2:44][N:17]2[CH2:18][CH2:19][N:14]([C:12](=[O:13])[NH:11][C:1]3[C:10]4[C:5](=[CH:6][CH:7]=[CH:8][CH:9]=4)[CH:4]=[CH:3][CH:2]=3)[CH2:15][C@H:16]2[C@@H:20]([NH:22][C:23]2[N:28]=[C:27]([N:29]3[C:33]4[CH:34]=[CH:35][CH:36]=[CH:37][C:32]=4[N:31]=[CH:30]3)[CH:26]=[CH:25][N:24]=2)[CH3:21])=[CH:40][CH:39]=1 |f:2.3|. Procedure: The title compound was prepared from (S,S)-2-[1-(4-(N-naphth-1-yl-carbamoyl)-piperazin-2-yl)-ethylamino]-4-[benzimidazol-1-yl]pyrimidine (EXAMPLE 36, Step C; 12.5 mg), 4-pyridinecarboxaldehyde (16.4 mg), and sodium cyanoborohydride (3.1 mg) according to the procedure described in Example 14, Step G. Mass spectrum (ESI) 585.0 (M+2). The reactants are COC1=CC=C2C=C(NC2=C1)C1=CC=CC=C1 (6-methoxy-2-phenyl-1H-indole), BrC1=CC=CC(=N1)C=O (6-bromopyridine-2-carboaldehyde), C1CCC2=NCCCN2CC1 (1,8-diazabicyclo[5,4,0]-7-undecene). Run in ClCCl (dichloromethane). Conditions: time 13 hour. Product: BrC1=CC=CC(=N1)C(O)C1=C(NC2=CC(=CC=C12)OC)C1=CC=CC=C1 ((6-Bromopyridin-2-yl)(6-methoxy-2-phenyl-1H-indol-3-yl)methanol). Isolated yield 87.4%. RXN SMILES: [CH3:1][O:2][C:3]1[CH:11]=[C:10]2[C:6]([CH:7]=[C:8]([C:12]3[CH:17]=[CH:16][CH:15]=[CH:14][CH:13]=3)[NH:9]2)=[CH:5][CH:4]=1.[Br:18][C:19]1[N:24]=[C:23]([CH:25]=[O:26])[CH:22]=[CH:21][CH:20]=1.C1CCN2C(=NCCC2)CC1>ClCCl>[Br:18][C:19]1[N:24]=[C:23]([CH:25]([C:7]2[C:6]3[C:10](=[CH:11][C:3]([O:2][CH3:1])=[CH:4][CH:5]=3)[NH:9][C:8]=2[C:12]2[CH:13]=[CH:14][CH:15]=[CH:16][CH:17]=2)[OH:26])[CH:22]=[CH:21][CH:20]=1. Procedure: To a suspension of 6-methoxy-2-phenyl-1H-indole (893 mg) and 6-bromopyridine-2-carboaldehyde (744 mg) in dichloromethane (13.3 mL) was added 1,8-diazabicyclo[5,4,0]-7-undecene (0.060 mL), and the mixture was stirred at room temperature for 13 hours under an argon atmosphere. The reaction mixture was purified by aminopropylated silica gel column chromatography (eluting solvent: ethyl acetate-hexane) to obtain the title compound (1.43 g). 1H-NMR (CDCl3) δ ppm: 3.81 (3H, s), 4.71 (1H, d, J=2.6 Hz),... The reactants are ClC=1C=CC=C2C(CC3(CCNCC3)C12)CC(=O)OC (methyl 2-(7-chloro-2,3-dihydrospiro[indene-1,4′-piperidine]-3-yl)acetate), ClC1=C(C=CC(=O)O)C=CC=C1Cl (2,3-dichlorocinnamic acid), ( 4H ). Product: ClC=1C=CC=C2C(CC3(CCN(CC3)C(\C=C\C3=C(C(=CC=C3)Cl)Cl)=O)C12)CC(=O)O ((±)-(E)-2-(7-chloro-1′-(3-(2,3-dichlorophenyl)acryloyl)-2,3-dihydrospiro[indene-1,4′-piperidine]-3-yl)acetic acid). RXN SMILES: [Cl:1][C:2]1[CH:3]=[CH:4][CH:5]=[C:6]2[C:15]=1[C:9]1([CH2:14][CH2:13][NH:12][CH2:11][CH2:10]1)[CH2:8][CH:7]2[CH2:16][C:17]([O:19]C)=[O:18].[Cl:21][C:22]1[C:32]([Cl:33])=[CH:31][CH:30]=[CH:29][C:23]=1[CH:24]=[CH:25][C:26](O)=[O:27]>>[Cl:1][C:2]1[CH:3]=[CH:4][CH:5]=[C:6]2[C:15]=1[C:9]1([CH2:10][CH2:11][N:12]([C:26](=[O:27])/[CH:25]=[CH:24]/[C:23]3[CH:29]=[CH:30][CH:31]=[C:32]([Cl:33])[C:22]=3[Cl:21])[CH2:13][CH2:14]1)[CH2:8][CH:7]2[CH2:16][C:17]([OH:19])=[O:18]. Procedure details: The title compound was prepared employing a procedure analogous to that described in Example 1 using methyl 2-(7-chloro-2,3-dihydrospiro[indene-1,4′-piperidine]-3-yl)acetate and 2,3-dichlorocinnamic acid followed by a procedure analogous to that described in Example 2. LC-MS Method 1 tR=1.98, min, m/z=480; 1H NMR (CDCl3) 1.52 (d, 2H), 1.71 (m, 2H), 2.40 (m, 1H), 2.49 (m, 1H), 2.65-3.10 (4H), 3.32 (m, 1H), 3.62 (m, 1H), 4.13 (d, 1H), 4.79 d, 1H), 6.88 (d, 1H), 7.05-7.30 (4H), 7.46 (d, 1H), 7.52 (... The reactants are S1C(SC2=C1C=CC=C2)=NCCC(=O)OCC (3-[(1,3-Benzodithiol-2-ylidene)amino]propanoic acid, ethyl ester), [OH-].[Na+] (sodium hydroxide). Run in C(C)O (ethanol), O (water). Product: S1C(SC2=C1C=CC=C2)=NCCC(=O)O (3-[(1,3-Benzodithiol-2-ylidene)amino]propanoic acid). Isolated yield 70.8%. Reaction SMILES: [S:1]1[C:5]2[CH:6]=[CH:7][CH:8]=[CH:9][C:4]=2[S:3][C:2]1=[N:10][CH2:11][CH2:12][C:13]([O:15]CC)=[O:14].[OH-].[Na+]>C(O)C.O>[S:1]1[C:5]2[CH:6]=[CH:7][CH:8]=[CH:9][C:4]=2[S:3][C:2]1=[N:10][CH2:11][CH2:12][C:13]([OH:15])=[O:14] |f:1.2|. Reported procedure: A solution of 3-[(1,3-benzodithiol-2-ylidene)amino]propanoic acid, ethyl ester (3.0g, prepared as described in Example 2) and sodium hydroxide (449 mg) in 120 ml of absolute ethanol is stirred at room temperature for 120 hours. The reaction mixture is concentrated in vacuo, and the resultant solid residue is washed with diethyl ether to remove unreacted starting material. The crude reaction product is dissolved in 50 ml of water, filtered through Celite, and the aqueous solution is then treated ... Starting materials: NC1=NC(=NC(=N1)Cl)C1=CC=C(C=C1)Cl (2-Amino-4-chloro-6-(4-chlorophenyl)-s-triazine), N1CCCC1 (pyrrolidine). Solvent: O1CCOCC1 (dioxane). The product is NC1=NC(=NC(=N1)N1CCCC1)C1=CC=C(C=C1)Cl (2-amino-4-pyrrolidino-6-(4-chlorophenyl)-s-triazine). Isolated yield 91.1%. As a reaction SMILES: [NH2:1][C:2]1[N:7]=[C:6](Cl)[N:5]=[C:4]([C:9]2[CH:14]=[CH:13][C:12]([Cl:15])=[CH:11][CH:10]=2)[N:3]=1.[NH:16]1[CH2:20][CH2:19][CH2:18][CH2:17]1>O1CCOCC1>[NH2:1][C:2]1[N:7]=[C:6]([N:16]2[CH2:20][CH2:19][CH2:18][CH2:17]2)[N:5]=[C:4]([C:9]2[CH:14]=[CH:13][C:12]([Cl:15])=[CH:11][CH:10]=2)[N:3]=1. Procedure: 2-Amino-4-chloro-6-(4-chlorophenyl)-s-triazine (melting point 273° to 275° C.) (2.12 grams) and 2.5 grams of pyrrolidine were dissolved in 20 milliliters of dioxane, the mixture was heated to reflux for two hours with stirring, the reaction solution was evaporated to dryness in vacuo, diluted aqueous solution of sodium hydroxide was added to the residue, insoluble matters were collected by filtration, and washed with isopropyl alcohol to give 2.21 grams of 2-amino-4-pyrrolidino-6-(4-chlorophenyl... The reactants are C([O-])([O-])=O.[Na+].[Na+] (sodium carbonate), O1CCOCC1 (dioxane), IC1=C(N(C2=NC=CC=C21)C(=O)OC(C)(C)C)C (tert-butyl 3-iodo-2-methyl-1H-pyrrolo[2,3-b]-pyridine-1-carboxylate), C1=NC=CC=2C(=CC=CC12)B(O)O (isoquinoline-5-boronic acid). Reagents/catalysts: C1=CC=C(C=C1)P([C-]2C=CC=C2)C3=CC=CC=C3.C1=CC=C(C=C1)P([C-]2C=CC=C2)C3=CC=CC=C3.Cl[Pd]Cl.[Fe+2].ClCCl ([1,1′bis(diphenylphosphino)ferrocene]palladium(II) dichloride dichloromethane). Run in O (water). Conditions: temperature 100 celsius, time 26 hour. Product: CC1=C(C=2C(=NC=CC2)N1)C1=C2C=CN=CC2=CC=C1 (5-(2-methyl-1 H-pyrrolo[2,3-b]pyridin-3-yl)isoquinoline). RXN SMILES: O1CCOCC1.I[C:8]1[C:16]2[C:11](=[N:12][CH:13]=[CH:14][CH:15]=2)[N:10](C(OC(C)(C)C)=O)[C:9]=1[CH3:24].[CH:25]1[C:34]2[CH:33]=[CH:32][CH:31]=[C:30](B(O)O)[C:29]=2[CH:28]=[CH:27][N:26]=1.C(=O)([O-])[O-].[Na+].[Na+]>C1C=CC(P(C2C=CC=CC=2)[C-]2C=CC=C2)=CC=1.C1C=CC(P(C2C=CC=CC=2)[C-]2C=CC=C2)=CC=1.Cl[Pd]Cl.[Fe+2].ClCCl.O>[CH3:24][C:9]1[NH:10][C:11]2=[N:12][CH:13]=[CH:14][CH:15]=[C:16]2[C:8]=1[C:30]1[CH:31]=[CH:32][CH:33]=[C:34]2[C:29]=1[CH:28]=[CH:27][N:26]=[CH:25]2 |f:3.4.5,6.7.8.9.10|. Procedure: 5 ml of dioxane and 0.5 ml of water are added to a mixture, kept under argon, of 179 g (0.5 mmol) of tert-butyl 3-iodo-2-methyl-1H-pyrrolo[2,3-b]-pyridine-1-carboxylate, 87 mg (0.5 mmol) of isoquinoline-5-boronic acid, 159 mg (1.5 mmol) of sodium carbonate and 57 mg (0.05 mmol) of [1,1′bis(diphenylphosphino)ferrocene]palladium(II) dichloride/dichloromethane adduct. The mixture is stirred at 100° C. in a sealed vessel for 26 hours. The reaction mixture is cooled to room temperature, evaporated, a... Reactants: BrC1=CC=C(C=N1)N1CCN(CCC1)C(=O)OC(C)(C)C (1-(6-Bromo-3-pyridyl)-4-tert-butoxycarbonyl homopiperazine), N1CCCC1 (pyrrolidine), CC(C)([O-])C.[K+] (potassium tert-butoxide), COCCOC (1.2-dimethoxyethane). Reagents/catalysts: C=1C=CC(=CC1)[P](C=2C=CC=CC2)(C=3C=CC=CC3)[Pd]([P](C=4C=CC=CC4)(C=5C=CC=CC5)C=6C=CC=CC6)([P](C=7C=CC=CC7)(C=8C=CC=CC8)C=9C=CC=CC9)[P](C=1C=CC=CC1)(C=1C=CC=CC1)C=1C=CC=CC1 (tetrakis(triphenylphosphine)palladium(0)). Solvent: O (Water). Product: N1(CCCC1)C1=CC=C(C=N1)N1CCN(CCC1)C(=O)OC(C)(C)C (1-[6-(N-Pyrrolidinyl)-3-pyridyl]-4-tert-butoxycarbonyl homopiperazine). As a reaction SMILES: Br[C:2]1[N:7]=[CH:6][C:5]([N:8]2[CH2:14][CH2:13][CH2:12][N:11]([C:15]([O:17][C:18]([CH3:21])([CH3:20])[CH3:19])=[O:16])[CH2:10][CH2:9]2)=[CH:4][CH:3]=1.[NH:22]1[CH2:26][CH2:25][CH2:24][CH2:23]1.CC(C)([O-])C.[K+].COCCOC>C1C=CC([P]([Pd]([P](C2C=CC=CC=2)(C2C=CC=CC=2)C2C=CC=CC=2)([P](C2C=CC=CC=2)(C2C=CC=CC=2)C2C=CC=CC=2)[P](C2C=CC=CC=2)(C2C=CC=CC=2)C2C=CC=CC=2)(C2C=CC=CC=2)C2C=CC=CC=2)=CC=1.O>[N:22]1([C:2]2[N:7]=[CH:6][C:5]([N:8]3[CH2:14][CH2:13][CH2:12][N:11]([C:15]([O:17][C:18]([CH3:21])([CH3:20])[CH3:19])=[O:16])[CH2:10][CH2:9]3)=[CH:4][CH:3]=2)[CH2:26][CH2:25][CH2:24][CH2:23]1 |f:2.3,^1:42,44,63,82|. Procedure details: A stirred solution of 1-(6-Bromo-3-pyridyl)-4-tert-butoxycarbonyl homopiperazine (0.71 g, 2.0 mmol), pyrrolidine (2.0 g, 20 mmol), potassium tert-butoxide (0.45 g, 4.0 mmol), tetrakis(triphenylphosphine)palladium(0) (0.12 g, 0.10 mmol) and 1.2-dimethoxyethane was stirred at reflux overnight. Water (40 ml) was added and the mixture was extracted twice with ethyl acetate (20 ml) Chromatography on silica gel with a mixture of petroleum: ethyl acetate (1:1) gave the title compound as free base. Yiel... The reactants are S(=O)(Cl)Cl (Thionyl chloride), CO (methanol), O[C@@H]1C[C@H](NC1)C(=O)O (trans-4-hydroxy-L-proline). Conditions: time 20 hour. Yields the product COC([C@H]1NC[C@@H](C1)O)=O (trans-4-hydroxy-L-proline methyl ester). Reaction SMILES: S(Cl)(Cl)=O.[OH:5][C@H:6]1[CH2:10][NH:9][C@H:8]([C:11]([OH:13])=[O:12])[CH2:7]1.[CH3:14]O>>[CH3:14][O:12][C:11](=[O:13])[C@@H:8]1[CH2:7][C@@H:6]([OH:5])[CH2:10][NH:9]1. Procedure details: Thionyl chloride (5.6 mL, 76.3 mmol) was added dropwise to dry methanol (76 mL) at −20° C., following by addition of trans-4-hydroxy-L-proline (5.0 g, 38.1 mmol). The resulting mixture was allowed to warm to rt and stirred for 20 h. The solvent was removed under reduced pressure, and the residue was further dried under high vacuum to provide trans-4-hydroxy-L-proline methyl ester 1 as a white solid: 1HNMR (300 MHz, DMSO-d6) δ 2.18-2.23 (m, 2H), 3.06 (m, 1H), 3.32-3.36 (m, 2H), 3.76 (s, 3H), 4.42...